This data is from the Open Reaction Database (ORD), a public repository of structured organic reaction records. The task is: describe an organic reaction: reactants, conditions, products, and yield The reactants are 2,3-Diamino-1-(2-hydroxy-3-tert.-butylaminoproxy)-benzene, Cl.OC(COC1=CC=CC=2NC(NC21)=S)CNC(C)(C)C (4-(2-hydroxy-3-tert-butylaminopropoxy)-2-benzimidazoline-thione hydrochloride), Cl (hydrochloric acid), [OH-].[K+] (potassium hydroxide), C (charcoal). Run in C(=S)=S (carbon disulphide), C(C)O (ethanol), O (water), C(C)(=O)O (acetic acid). Product: OC(COC1=CC=CC=2NC(NC21)=S)CNC(C)(C)C (4-(2-Hydroxy-3-tert.-butylaminopropoxy)-2-benzimidazoline-thione). RXN SMILES: [OH-].[K+].C.Cl.Cl.[OH:6][CH:7]([CH2:20][NH:21][C:22]([CH3:25])([CH3:24])[CH3:23])[CH2:8][O:9][C:10]1[C:18]2[NH:17][C:16](=[S:19])[NH:15][C:14]=2[CH:13]=[CH:12][CH:11]=1>C(O)(=O)C.O.C(=S)=S.C(O)C>[OH:6][CH:7]([CH2:20][NH:21][C:22]([CH3:25])([CH3:24])[CH3:23])[CH2:8][O:9][C:10]1[C:18]2[NH:17][C:16](=[S:19])[NH:15][C:14]=2[CH:13]=[CH:12][CH:11]=1 |f:0.1,4.5|. Reported procedure: 7.2 g. 2,3-Diamino-1-(2-hydroxy-3-tert.-butylaminoproxy)-benzene (see German Patent Specification No. 2,432,269) are dissolved in 20 ml. ethanol and mixed with 1.26 g. potassium hydroxide, 1.73 g. carbon disulphide and 2.9 ml. water. The reaction mixture is boiled under reflux for 3 hours. After clarification with active charcoal, the solution is mixed at 70° C. with 1.6 ml. glacial acetic acid in 23 ml. water and then evaporated to dryness. After crystallisation of the evaporation residue from ... Reported procedure: Corresponding method-wise to example 1, 4-VP was used as cationic comonomer. Additions of vinylpyridine in 20 ml purest water via the injection pump: (11) 0.195 g or (12) 0.389 g or (13) 0.585 g or (14) 0.78 g or (15) 0.975 g—latices no. 11—no. 15 in Tab. 1. The product is C=CC1=CC=CC=C1.C(=C)C1=CC=NC=C1 (Styrene 4-vinylpyridine). Starting materials: C=CC1=CC=C(C=C1)O (4-VP), ( 13 ), ( 12 ), ( 15 ), C(=C)C1=NC=CC=C1 (vinylpyridine), ( 11 ), ( 14 ). The solvent is O (water). As a reaction SMILES: [CH2:1]=[CH:2][C:3]1[CH:8]=[CH:7][C:6](O)=[CH:5][CH:4]=1.C([C:12]1[CH:17]=[CH:16][CH:15]=[CH:14][N:13]=1)=C>O>[CH2:1]=[CH:2][C:3]1[CH:8]=[CH:7][CH:6]=[CH:5][CH:4]=1.[CH:1]([C:16]1[CH:17]=[CH:12][N:13]=[CH:14][CH:15]=1)=[CH2:2] |f:3.4|.